Dataset: the Open Reaction Database (ORD), a public repository of structured organic reaction records. Task: describe an organic reaction: reactants, conditions, products, and yield Starting materials: C(=O)O (formic acid), O1C(=CC=C1)C(=O)N (furamide), P(Cl)(Cl)(Cl)(Cl)Cl (phosphorus pentachloride), Cl (HCl). Solvent: C(Cl)(Cl)(Cl)Cl (carbon tetrachloride). Reaction conditions: time 45 minute. The product is ClP(=O)(NC(=O)C=1OC=CC1)Cl (N-[Dichlorophosphinyl]-2-furamide). As a reaction SMILES: [O:1]1[CH:5]=[CH:4][CH:3]=[C:2]1[C:6]([NH2:8])=[O:7].[P:9]([Cl:14])(Cl)(Cl)(Cl)[Cl:10].Cl.C(O)=[O:17]>C(Cl)(Cl)(Cl)Cl>[Cl:10][P:9]([Cl:14])([NH:8][C:6]([C:2]1[O:1][CH:5]=[CH:4][CH:3]=1)=[O:7])=[O:17]. Reported procedure: A mixture of 11.1 g (0.1 mole) of furamide, 20.8 g (0.1 mole) of phosphorus pentachloride and 150 ml of AR carbon tetrachloride was heated at 70° for 30 min. or until the HCl gas evolution had ceased. Cooled to 30° and 4.7 g (0.1 mole) of 97% formic acid was added dropwise. Stirring was continued for 45 min., before filtering. The product was washed with AR carbon tetrachloride and air-dried to give 17.8 g, m.p. softens 83°, melts 93°-112°. Reactants: CC(C)(C)OC(=O)N1CCC(c2cccc(C#N)c2)CC1, ClCCl, O=C(O)C(F)(F)F. Product: N#Cc1cccc(C2CCNCC2)c1. As a reaction SMILES: [C:1](#[N:2])[c:3]1[cH:4][c:5]([CH:9]2[CH2:10][CH2:11][N:12]([C:15]([O:16][C:17]([CH3:18])([CH3:19])[CH3:20])=[O:21])[CH2:13][CH2:14]2)[cH:6][cH:7][cH:8]1.[Cl:29][CH2:30][Cl:31].[F:22][C:23]([F:24])([F:25])[C:26]([OH:27])=[O:28]>>[C:1](#[N:2])[c:3]1[cH:4][c:5]([CH:9]2[CH2:10][CH2:11][NH:12][CH2:13][CH2:14]2)[cH:6][cH:7][cH:8]1. Reactants: C(CCCCCC)NC(C(C1=CC(=C(C=C1)O)OC)O)=O (N-heptyl-2-hydroxy-2-(4-hydroxy-3-methoxy-phenyl)-acetamide). The reagents and catalysts are [O-2].[Mn+2] (Manganese oxide). Solvent: C(Cl)(Cl)Cl (chloroform). Conditions: time 24 hour. The product is C(CCCCCC)NC(C(=O)C1=CC(=C(C=C1)O)OC)=O (N-heptyl-2-(4-hydroxy-3-methoxyphenyl)-2-oxoacetamide). Isolated yield 30.1%. As a reaction SMILES: [CH2:1]([NH:8][C:9](=[O:21])[CH:10]([OH:20])[C:11]1[CH:16]=[CH:15][C:14]([OH:17])=[C:13]([O:18][CH3:19])[CH:12]=1)[CH2:2][CH2:3][CH2:4][CH2:5][CH2:6][CH3:7]>C(Cl)(Cl)Cl.[O-2].[Mn+2]>[CH2:1]([NH:8][C:9](=[O:21])[C:10]([C:11]1[CH:16]=[CH:15][C:14]([OH:17])=[C:13]([O:18][CH3:19])[CH:12]=1)=[O:20])[CH2:2][CH2:3][CH2:4][CH2:5][CH2:6][CH3:7] |f:2.3|. Reported procedure: Manganese oxide 60% (4.5 g, 31 mmol) was added to a stirred solution of N-heptyl-2-hydroxy-2-(4-hydroxy-3-methoxy-phenyl)-acetamide (0.5 g, 1.7 mmol) in chloroform (50 ml) at room temperature. The resulting mixture was stirred at room temperature for 24 hrs. filtered, and centrifuged to remove the remaining of manganese oxide. The filtrate was concentrated in vacuum. The crude product was chromatographed on a silica gel column using ethyl acetate/heptane (2:3) as eluent to provide the title comp... RXN SMILES: C[O:2][C:3](=[O:21])[C:4]1[CH:9]=[C:8]([S:10]([CH3:13])(=[O:12])=[O:11])[CH:7]=[CH:6][C:5]=1[O:14][C@@H:15]([CH3:20])[C:16]([F:19])([F:18])[F:17].[OH-].[Na+]>C(O)C>[CH3:13][S:10]([C:8]1[CH:7]=[CH:6][C:5]([O:14][C@@H:15]([CH3:20])[C:16]([F:17])([F:18])[F:19])=[C:4]([CH:9]=1)[C:3]([OH:21])=[O:2])(=[O:12])=[O:11] |f:1.2|. Yields the product CS(=O)(=O)C=1C=CC(=C(C(=O)O)C1)O[C@H](C(F)(F)F)C (5-Methanesulfonyl-2-((S)-2,2,2-trifluoro-1-methyl-ethoxy)-benzoic acid). The reactants are COC(C1=C(C=CC(=C1)S(=O)(=O)C)O[C@H](C(F)(F)F)C)=O (5-methanesulfonyl-2-((S)-2,2,2-trifluoro-1-methyl-ethoxy)-benzoic acid methyl ester), [OH-].[Na+] (NaOH). The solvent is C(C)O (ethanol). Procedure details: To 0.604 mmol 5-methanesulfonyl-2-((S)-2,2,2-trifluoro-1-methyl-ethoxy)-benzoic acid methyl ester in 1.97 ml ethanol was added 1.21 mmol 2 N aq NaOH solution and the reaction mixture was stirred at 80° C. for 0.5 hour. After such time the solvent was removed in vacuo, the residue was taken in water and acidified by addition of 2N HCl to yield after filtration the title compound as a white solid (88%).MS (m/e): 311.0 ([M−H]−, 100%) Run at temperature 80 celsius, time 0.5 hour. Starting materials: Cc1ccc(C(=O)O)cc1Br, OCc1ccc(Br)c(Br)c1. The product is Cc1ccc(CO)cc1Br. RXN SMILES: [Br:11][c:12]1[cH:13][c:14]([C:15](=[O:16])[OH:17])[cH:18][cH:19][c:20]1[CH3:21].[Br:1][c:2]1[cH:3][c:4]([CH2:9][OH:10])[cH:5][cH:6][c:7]1[Br:8]>>[Br:11][c:12]1[cH:13][c:14]([CH2:15][OH:16])[cH:18][cH:19][c:20]1[CH3:21].